This data is from the Open Reaction Database (ORD), a public repository of structured organic reaction records. The task is: describe an organic reaction: reactants, conditions, products, and yield Starting materials: C=C1C2=C(CCC3=C1C=CC=C3)C=CC=C2 (5-methylene-10,11-dihydro-5H-dibenzo[a,d]cycloheptene), BrC1=C(C#N)C=CC=C1 (2-bromobenzonitrile), CC(=O)[O-].[Na+] (NaOAc). Reagents/catalysts: catalyst. The solvent is CC(=O)N(C)C (dimethylacetamide). Yields the product C1=CC=CC=2C(C3=C(CCC21)C=CC=C3)=CC3=C(C#N)C=CC=C3 (2-(10,11-Dihydro-dibenzo[a,d]cyclohepten-5-ylidenemethyl)-benzonitrile). Reaction SMILES: [CH2:1]=[C:2]1[C:8]2[CH:9]=[CH:10][CH:11]=[CH:12][C:7]=2[CH2:6][CH2:5][C:4]2[CH:13]=[CH:14][CH:15]=[CH:16][C:3]1=2.Br[C:18]1[CH:25]=[CH:24][CH:23]=[CH:22][C:19]=1[C:20]#[N:21].CC([O-])=O.[Na+]>CC(N(C)C)=O>[CH:12]1[C:7]2[CH2:6][CH2:5][C:4]3[CH:13]=[CH:14][CH:15]=[CH:16][C:3]=3[C:2](=[CH:1][C:18]3[CH:25]=[CH:24][CH:23]=[CH:22][C:19]=3[C:20]#[N:21])[C:8]=2[CH:9]=[CH:10][CH:11]=1 |f:2.3|. Reported procedure: Sparge a mixture of 5-methylene-10,11-dihydro-5H-dibenzo[a,d]cycloheptene (2.0 g, 9.7 mmol) (prepared as described in Journal of Organic Chemistry, 53 (8) 1768-1774 (1988)), 2-bromobenzonitrile ((1.77 g, 9.7 mmol), NaOAc (1 g, 12 mmol) and dimethylacetamide (100 mL) with nitrogen for 15 minutes. Add Hermann catalyst (320 mg, 0.46 mmol)(Chem. Eur. J. 1357-1364 (1997)) and heat at 150° C. for 6 days. Cool the reaction and partition between water (1 L) and EtOAc (500 mL). Wash the organic layer wit...